Dataset: the Open Reaction Database (ORD), a public repository of structured organic reaction records. Task: describe an organic reaction: reactants, conditions, products, and yield Starting materials: COC(=O)c1ccc(OC2CC(F)(F)C2)c(Br)c1, COc1ccc(B(O)O)cc1Cl, [K+], [K+], O=C([O-])[O-], CN(C)C=O, O, c1ccc(P(c2ccccc2)c2ccccc2)cc1. Product: COC(=O)c1ccc(OC2CC(F)(F)C2)c(-c2ccc(OC)c(Cl)c2)c1. Reaction SMILES: [CH3:1][O:2][C:3]([c:4]1[cH:5][c:6]([Br:17])[c:7]([O:10][CH:11]2[CH2:12][C:13]([F:15])([F:16])[CH2:14]2)[cH:8][cH:9]1)=[O:18].[Cl:19][c:20]1[cH:21][c:22]([B:28]([OH:29])[OH:30])[cH:23][cH:24][c:25]1[O:26][CH3:27].[K+:31].[K+:32].[O-:33][C:34]([O-:35])=[O:36].[O:57]=[CH:58][N:59]([CH3:60])[CH3:61].[OH2:56].[c:37]1([P:38]([c:39]2[cH:40][cH:41][cH:42][cH:43][cH:44]2)[c:45]2[cH:46][cH:47][cH:48][cH:49][cH:50]2)[cH:51][cH:52][cH:53][cH:54][cH:55]1>>[CH3:1][O:2][C:3]([c:4]1[cH:5][c:6](-[c:22]2[cH:21][c:20]([Cl:19])[c:25]([O:26][CH3:27])[cH:24][cH:23]2)[c:7]([O:10][CH:11]2[CH2:12][C:13]([F:15])([F:16])[CH2:14]2)[cH:8][cH:9]1)=[O:18]. RXN SMILES: [C:18]([CH2:19][CH2:20][CH3:21])(=[O:22])[O:23][CH:24]([CH3:25])[c:26]1[cH:27][cH:28][c:29]([O:32][CH:33]2[CH2:34][CH2:35][CH2:36][CH2:37][O:38]2)[cH:30][cH:31]1.[CH3:39][OH:40].[c:1]1([CH3:2])[cH:3][cH:4][c:5]([S:6]([O-:7])(=[O:8])=[O:9])[cH:10][cH:11]1.[nH+:12]1[cH:13][cH:14][cH:15][cH:16][cH:17]1>>[C:18]([CH2:19][CH2:20][CH3:21])(=[O:22])[O:23][CH:24]([CH3:25])[c:26]1[cH:27][cH:28][c:29]([OH:32])[cH:30][cH:31]1. Product: CCCC(=O)OC(C)c1ccc(O)cc1. Reactants: CCCC(=O)OC(C)c1ccc(OC2CCCCO2)cc1, CO, Cc1ccc(S(=O)(=O)[O-])cc1, c1cc[nH+]cc1.